Dataset: the Open Reaction Database (ORD), a public repository of structured organic reaction records. Task: describe an organic reaction: reactants, conditions, products, and yield The reactants are ClC=1N=CC=C2C3=C(N(C(C12)=O)C)C=C(C=C3)Cl (4,8-dichloro-6-methylbenzo[c][2,7]naphthyridin-5(6H)-one), C[O-].[Na+] (sodium methoxide), resultant mixture. The solvent is O (water), CO (MeOH). Yields the product ClC=1C=CC2=C(N(C(C3=C(N=CC=C23)OC)=O)C)C1 (8-chloro-4-methoxy-6-methylbenzo[c][2,7]naphthyridin-5(6H)-one). Isolated yield 38.9%. Reaction SMILES: Cl[C:2]1[N:3]=[CH:4][CH:5]=[C:6]2[C:11]=1[C:10](=[O:12])[N:9]([CH3:13])[C:8]1[CH:14]=[C:15]([Cl:18])[CH:16]=[CH:17][C:7]2=1.[CH3:19][O-:20].[Na+]>CO.O>[Cl:18][C:15]1[CH:16]=[CH:17][C:7]2[C:6]3[C:11](=[C:2]([O:20][CH3:19])[N:3]=[CH:4][CH:5]=3)[C:10](=[O:12])[N:9]([CH3:13])[C:8]=2[CH:14]=1 |f:1.2|. Reported procedure: To a solution of 4,8-dichloro-6-methylbenzo[c][2,7]naphthyridin-5(6H)-one (1.0 g, 3.58 mmol) in MeOH (1 mL) was added sodium methoxide (0.806 mL, 3.58 mmol). The resultant mixture was heated in a microwave at 80° C. for 25 min. The reaction mixture was then diluted with water (20 mL) and extracted with ethyl acetate (30 mL). The organic layer was separated, dried over sodium sulphate and evaporated to dryness to afford 8-chloro-4-methoxy-6-methylbenzo[c][2,7]naphthyridin-5(6H)-one (0.4 g, 1.391 ... Starting materials: CCO, CCc1c(CC(=O)NN)c2cc(OC)ccc2n1Cc1cccc(Cl)c1. Product: CCc1c(CC(N)=O)c2cc(OC)ccc2n1Cc1cccc(Cl)c1. As a reaction SMILES: [CH3:27][CH2:28][OH:29].[Cl:1][c:2]1[cH:3][c:4]([CH2:8][n:9]2[c:10]([CH2:25][CH3:26])[c:11]([CH2:20][C:21](=[O:22])[NH:23][NH2:24])[c:12]3[cH:13][c:14]([O:18][CH3:19])[cH:15][cH:16][c:17]23)[cH:5][cH:6][cH:7]1>>[Cl:1][c:2]1[cH:3][c:4]([CH2:8][n:9]2[c:10]([CH2:25][CH3:26])[c:11]([CH2:20][C:21](=[O:22])[NH2:23])[c:12]3[cH:13][c:14]([O:18][CH3:19])[cH:15][cH:16][c:17]23)[cH:5][cH:6][cH:7]1. Starting materials: C=CCC, CCCCO. Yields the product CCCCOCCCC. RXN SMILES: [CH2:1]=[CH:2][CH2:3][CH3:4].[CH2:5]([CH2:6][CH2:7][CH3:8])[OH:9]>>[CH2:1]([CH2:2][CH2:3][CH3:4])[O:9][CH2:5][CH2:6][CH2:7][CH3:8].